From a dataset of the Open Reaction Database (ORD), a public repository of structured organic reaction records. describe an organic reaction: reactants, conditions, products, and yield Starting materials: CC(C)C(C(=O)O)C(=O)NCc1cc(F)cc(F)c1, CN1C(=O)C(N)N=C(c2ccccc2)c2ccccc21. Yields the product CC(C)C(C(=O)NCc1cc(F)cc(F)c1)C(=O)NC1N=C(c2ccccc2)c2ccccc2N(C)C1=O. Reaction SMILES: [F:21][c:22]1[cH:23][c:24]([CH2:25][NH:26][C:27]([CH:28]([C:29](=[O:30])[OH:31])[CH:32]([CH3:33])[CH3:34])=[O:35])[cH:36][c:37]([F:39])[cH:38]1.[NH2:1][CH:2]1[C:3](=[O:20])[N:4]([CH3:19])[c:5]2[c:6]([cH:15][cH:16][cH:17][cH:18]2)[C:7]([c:9]2[cH:10][cH:11][cH:12][cH:13][cH:14]2)=[N:8]1>>[NH:1]([CH:2]1[C:3](=[O:20])[N:4]([CH3:19])[c:5]2[c:6]([cH:15][cH:16][cH:17][cH:18]2)[C:7]([c:9]2[cH:10][cH:11][cH:12][cH:13][cH:14]2)=[N:8]1)[C:29]([CH:28]([C:27]([NH:26][CH2:25][c:24]1[cH:23][c:22]([F:21])[cH:38][c:37]([F:39])[cH:36]1)=[O:35])[CH:32]([CH3:33])[CH3:34])=[O:30]. The reactants are C(C)(=O)N1C(CC2=CC=CC=C12)C(N)=S (1-acetyl-2,3-dihydro-1H-indole-2-carbothioamide), C(CCC)(=O)NN (butanoic acid hydrazide). Solvent: C(CCC)O (n-butanol). Run at time 10 minute. Product: C(C)(=O)N1C(CC2=CC=CC=C12)C1=NNC(=N1)CCC (1-acetyl-2,3-dihydro-2-(5-propyl-1H-1,2,4-triazol-3-yl)-1H-indole). As a reaction SMILES: [C:1]([N:4]1[C:12]2[C:7](=[CH:8][CH:9]=[CH:10][CH:11]=2)[CH2:6][CH:5]1[C:13](=S)[NH2:14])(=[O:3])[CH3:2].[C:16]([NH:21][NH2:22])(=O)[CH2:17][CH2:18][CH3:19]>C(O)CCC>[C:1]([N:4]1[C:12]2[C:7](=[CH:8][CH:9]=[CH:10][CH:11]=2)[CH2:6][CH:5]1[C:13]1[N:14]=[C:16]([CH2:17][CH2:18][CH3:19])[NH:21][N:22]=1)(=[O:3])[CH3:2]. Procedure: A suspension of intermediate (13) (0.0102 mole) in n-butanol (200 ml) was treated with butanoic acid hydrazide (0.0254 mole), stirred for 10 minutes, and then heated to reflux for 10 days. The reaction was cooled, concentrated in vacuo, distributed between DCM and distilled water. The concentrated organic phase was subjected to reverse phase preparatory column chromatography to give 1-acetyl-2,3-dihydro-2-(5-propyl-1H-1,2,4-triazol-3-yl)-1H-indole (compound 91). Starting materials: COC(CCC1=C(C=CC=C1)OCCCCCOC(C)=O)=O (2-[[5-(acetoxy)pentyl]oxy]benzenepropanoic acid methyl ester), C(C)(=O)Cl (acetyl chloride), [Cl-].[Al+3].[Cl-].[Cl-] (aluminum chloride). Solvent: ClCCl (dichloromethane), ClCCl (dichloromethane). Reaction conditions: time 2 hour. Yields the product COC(CCC1=C(C=CC(=C1)C(C)=O)OCCCCCOC(C)=O)=O (2-[[5-(acetoxy)pentyl]oxy]-5-acetylbenzenepropanoic acid methyl ester). Yield: 86.4%. RXN SMILES: [CH3:1][O:2][C:3](=[O:22])[CH2:4][CH2:5][C:6]1[CH:11]=[CH:10][CH:9]=[CH:8][C:7]=1[O:12][CH2:13][CH2:14][CH2:15][CH2:16][CH2:17][O:18][C:19](=[O:21])[CH3:20].[C:23](Cl)(=[O:25])[CH3:24].[Cl-].[Al+3].[Cl-].[Cl-]>ClCCl>[CH3:1][O:2][C:3](=[O:22])[CH2:4][CH2:5][C:6]1[CH:11]=[C:10]([C:23](=[O:25])[CH3:24])[CH:9]=[CH:8][C:7]=1[O:12][CH2:13][CH2:14][CH2:15][CH2:16][CH2:17][O:18][C:19](=[O:21])[CH3:20] |f:2.3.4.5|. Procedure details: A solution of 4.3 g (13.96 mmol) of 2-[[5-(acetoxy)pentyl]oxy]benzenepropanoic acid methyl ester and 2.18 g (27.8 mmol) of freshly distilled acetyl chloride in 250 mL of dry dichloromethane was stirred with ice-bath cooling while 7.5 g (56.7 mmol) of anhydrous aluminum chloride was added in one portion. The resulting mixture was stirred at 0°-5° C. for 2 hr before being treated with ice. Work-up with dichloromethane in the usual manner gave an oil which was chromatographed on 100 g of silica gel...